Dataset: the Open Reaction Database (ORD), a public repository of structured organic reaction records. Task: describe an organic reaction: reactants, conditions, products, and yield The reactants are COC(=O)CN, COC(=O)CNC(=O)C=Cc1ccccc1, CN1CCOCC1, C(=NC1CCCCC1)=NC1CCCCC1, Cl, O=C(O)C=Cc1ccc(F)cc1, C1CCOC1, On1nnc2ccccc21. Yields the product COC(=O)CNC(=O)C=Cc1ccc(F)cc1. As a reaction SMILES: [CH3:18][O:19][C:20](=[O:21])[CH2:22][NH2:23].[CH3:1][O:2][C:3]([CH2:4][NH:5][C:6]([CH:7]=[CH:8][c:9]1[cH:10][cH:11][cH:12][cH:13][cH:14]1)=[O:15])=[O:16].[CH3:24][N:25]1[CH2:26][CH2:27][O:28][CH2:29][CH2:30]1.[CH:43]1([N:44]=[C:45]=[N:46][CH:47]2[CH2:48][CH2:49][CH2:50][CH2:51][CH2:52]2)[CH2:53][CH2:54][CH2:55][CH2:56][CH2:57]1.[ClH:17].[F:31][c:32]1[cH:33][cH:34][c:35]([CH:36]=[CH:37][C:38]([OH:39])=[O:40])[cH:41][cH:42]1.[O:68]1[CH2:69][CH2:70][CH2:71][CH2:72]1.[OH:58][n:59]1[c:60]2[cH:61][cH:62][cH:63][cH:64][c:65]2[n:66][n:67]1>>[CH3:1][O:2][C:3]([CH2:4][NH:5][C:6]([CH:7]=[CH:8][c:9]1[cH:10][cH:11][c:12]([F:31])[cH:13][cH:14]1)=[O:15])=[O:16].